This data is from the Open Reaction Database (ORD), a public repository of structured organic reaction records. The task is: describe an organic reaction: reactants, conditions, products, and yield The reactants are C1(CC1)NC(=O)C1=CC=CC=2SC(=CC21)C2=NC(=NC=C2C)NCCCC2CNCCC2 (racemic 2-[5-methyl-2-(3-piperidin-3-ylpropylamino)-pyrimidin-4-yl]-benzo[b]thiophene-4-carboxylic acid cyclopropylamide), C1(CC1)NC(=O)C1=CC=CC=2SC(=CC21)C2=NC(=NC=C2Cl)Cl (2-(2,5-dichloropyrimidin-4-yl)-benzo[b]thiophene-4-carboxylic acid cyclopropylamide), C(C)(C)(C)OC(=O)N1CC(N(CC1)CCCN)C(C)C (racemic 4-(3-aminopropyl)-3-isopropylpiperazine-1-carboxylic acid tert-butyl ester). Product: C1(CC1)NC(=O)C1=CC=CC=2SC(=CC21)C2=NC(=NC=C2Cl)NCCCN2C(CNCC2)C(C)C (Racemic 2-{5-Chloro-2-[3-(2-isopropylpiperazin-1-yl)-propylamino]-pyrimidin-4-yl}-benzo[b]thiophene-4-carboxylic acid cyclopropylamide). Reaction SMILES: C1(NC(C2C3C=C(C4C(C)=CN=C(NCCCC5CCCNC5)N=4)SC=3C=CC=2)=O)CC1.[CH:33]1([NH:36][C:37]([C:39]2[C:47]3[CH:46]=[C:45]([C:48]4[C:53]([Cl:54])=[CH:52][N:51]=[C:50](Cl)[N:49]=4)[S:44][C:43]=3[CH:42]=[CH:41][CH:40]=2)=[O:38])[CH2:35][CH2:34]1.C(OC([N:63]1[CH2:68][CH2:67][N:66]([CH2:69][CH2:70][CH2:71][NH2:72])[CH:65]([CH:73]([CH3:75])[CH3:74])[CH2:64]1)=O)(C)(C)C>>[CH:33]1([NH:36][C:37]([C:39]2[C:47]3[CH:46]=[C:45]([C:48]4[C:53]([Cl:54])=[CH:52][N:51]=[C:50]([NH:72][CH2:71][CH2:70][CH2:69][N:66]5[CH2:67][CH2:68][NH:63][CH2:64][CH:65]5[CH:73]([CH3:75])[CH3:74])[N:49]=4)[S:44][C:43]=3[CH:42]=[CH:41][CH:40]=2)=[O:38])[CH2:35][CH2:34]1. Procedure details: Using the method of racemic 2-[5-methyl-2-(3-piperidin-3-ylpropylamino)-pyrimidin-4-yl]-benzo[b]thiophene-4-carboxylic acid cyclopropylamide, the title compound is synthesized from 2-(2,5-dichloropyrimidin-4-yl)-benzo[b]thiophene-4-carboxylic acid cyclopropylamide and racemic 4-(3-aminopropyl)-3-isopropylpiperazine-1-carboxylic acid tert-butyl ester and isolated as a solid. ES+(m/z) 513 (35Cl) and 515 (37Cl) [M+H]. Reactants: solution, [Sn](Cl)(Cl)(Cl)Cl (tin(IV) chloride), C(#N)C=1C(=NC(=NC1CCC(C(=O)OCC)C(=O)OCC)SC)C1=CC(=CC=C1)OC (5-Cyano-4-(3-methoxyphenyl)-2-methylthio-6-(1,1-bis(ethoxycarbonyl)prop-3-yl)pyrimidine), O (H2O), CCOC(=O)C (EtOAc). Run in C(Cl)Cl (CH2Cl2), C(Cl)Cl (CH2Cl2). Conditions: time 1 hour. The product is NC=1C=2C(=NC(=NC2CCC1C(=O)OCC)SC)C1=CC(=CC=C1)OC (Ethyl 5-amino-2-methylthio-4-(3-methoxyphenyl)-7,8-dihydroquinazoline-6-carboxylate). RXN SMILES: [C:1]([C:3]1[C:4]([C:24]2[CH:29]=[CH:28][CH:27]=[C:26]([O:30][CH3:31])[CH:25]=2)=[N:5][C:6]([S:22][CH3:23])=[N:7][C:8]=1[CH2:9][CH2:10][CH:11](C(OCC)=O)[C:12]([O:14][CH2:15][CH3:16])=[O:13])#[N:2].[Sn](Cl)(Cl)(Cl)Cl.O.CCOC(C)=O>C(Cl)Cl>[NH2:2][C:1]1[C:3]2[C:4]([C:24]3[CH:29]=[CH:28][CH:27]=[C:26]([O:30][CH3:31])[CH:25]=3)=[N:5][C:6]([S:22][CH3:23])=[N:7][C:8]=2[CH2:9][CH2:10][C:11]=1[C:12]([O:14][CH2:15][CH3:16])=[O:13]. Procedure details: 5-Cyano-4-(3-methoxyphenyl)-2-methylthio-6-(1,1-bis(ethoxycarbonyl)prop-3-yl)pyrimidine (example 25b, 81 mg) was dissolved in dry CH2Cl2 (1 ml). A 1M solution of tin(IV) chloride in CH2Cl2 (1 ml) was added dropwise and the mixture was stirred at room temperature for 1 h. H2O (10 ml) and EtOAc (10 ml) were then added to the reaction mixture. The organic layer was washed with H2O (10 ml) and sat. aq. NaCl (10 ml), dried (MgSO4) and concentrated under reduced pressure. The title compound was purifi... The reactants are C1(=CC=CC=C1)C=1N(C=CN1)C1=CC=C(C=C1)C=1CCC(NN1)=O (4,5-dihydro-6-[4-(2-phenyl-1H-imidazol-1-yl)phenyl]-3(2H)-pyridazinone), BrBr (bromine). Solvent: C(C)(=O)O (acetic acid). Product: C1(=CC=CC=C1)C=1N(C=CN1)C1=CC=C(C=C1)C=1C=CC(NN1)=O (6-[4-(2-phenyl-1H-imidazol-1-yl)phenyl]-3(2H)-pyridazinone). As a reaction SMILES: [C:1]1([C:7]2[N:8]([C:12]3[CH:17]=[CH:16][C:15]([C:18]4[CH2:19][CH2:20][C:21](=[O:24])[NH:22][N:23]=4)=[CH:14][CH:13]=3)[CH:9]=[CH:10][N:11]=2)[CH:6]=[CH:5][CH:4]=[CH:3][CH:2]=1.BrBr>C(O)(=O)C>[C:1]1([C:7]2[N:8]([C:12]3[CH:17]=[CH:16][C:15]([C:18]4[CH:19]=[CH:20][C:21](=[O:24])[NH:22][N:23]=4)=[CH:14][CH:13]=3)[CH:9]=[CH:10][N:11]=2)[CH:2]=[CH:3][CH:4]=[CH:5][CH:6]=1. Procedure details: Similarly, reaction of 4,5-dihydro-6-[4-(2-phenyl-1H-imidazol-1-yl)phenyl]-3(2H)-pyridazinone with bromine in acetic acid as described in this Example gives 6-[4-(2-phenyl-1H-imidazol-1-yl)phenyl]-3(2H)-pyridazinone. Starting materials: C([O-])([O-])=O.[Na+].[Na+] (sodium carbonate), COCCOC (DME), O1C(=NC2=NC=CC=C21)C=2C(=NC=C(C2)B2OC(C(O2)(C)C)(C)C)N (3-oxazolo[4,5-b]pyridin-2-yl-5-(4,4,5,5-tetramethyl-1,3,2-dioxaborolan-2-yl)pyridin-2-amine), BrC1=C(C=C(C=C1)N1CCN(CC1)C)OC (1-(4-bromo-3-methoxy-phenyl)-4-methyl-piperazine). The reagents and catalysts are [Pd](Cl)Cl.C1(=CC=CC=C1)P(C1=CC=CC=C1)C1=CC=CC=C1.C1(=CC=CC=C1)P(C1=CC=CC=C1)C1=CC=CC=C1 (bis(triphenylphosphine) palladium (II) chloride). Solvent: O (water). Run at temperature 100 celsius, time 1 hour. Yields the product Compound [ 6 ], COC1=C(C=CC(=C1)N1CCN(CC1)C)C=1C=C(C(=NC1)N)C=1OC=2C(=NC=CC2)N1 (5-[2-methoxy-4-(4-methylpiperazin-1-yl)phenyl]-3-oxazolo[4,5-b]pyridin-2-yl-pyridin-2-amine). Isolated yield 55.1%. RXN SMILES: [O:1]1[C:9]2[C:4](=[N:5][CH:6]=[CH:7][CH:8]=2)[N:3]=[C:2]1[C:10]1[C:11]([NH2:25])=[N:12][CH:13]=[C:14](B2OC(C)(C)C(C)(C)O2)[CH:15]=1.Br[C:27]1[CH:32]=[CH:31][C:30]([N:33]2[CH2:38][CH2:37][N:36]([CH3:39])[CH2:35][CH2:34]2)=[CH:29][C:28]=1[O:40][CH3:41].C(=O)([O-])[O-].[Na+].[Na+].COCCOC>[Pd](Cl)Cl.C1(P(C2C=CC=CC=2)C2C=CC=CC=2)C=CC=CC=1.C1(P(C2C=CC=CC=2)C2C=CC=CC=2)C=CC=CC=1.O>[CH3:41][O:40][C:28]1[CH:29]=[C:30]([N:33]2[CH2:34][CH2:35][N:36]([CH3:39])[CH2:37][CH2:38]2)[CH:31]=[CH:32][C:27]=1[C:14]1[CH:15]=[C:10]([C:2]2[O:1][C:9]3[C:4]([N:3]=2)=[N:5][CH:6]=[CH:7][CH:8]=3)[C:11]([NH2:25])=[N:12][CH:13]=1 |f:2.3.4,6.7.8|. Procedure: Compound [6] was prepared as follows. 3-oxazolo[4,5-b]pyridin-2-yl-5-(4,4,5,5-tetramethyl-1,3,2-dioxaborolan-2-yl)pyridin-2-amine (138 mg), 1-(4-bromo-3-methoxy-phenyl)-4-methyl-piperazine (97 mg), bis(triphenylphosphine) palladium (II) chloride (50.1 mg) and sodium carbonate (50.5 mg) were weighed out and sealed in a tube. DME (3 ml) and water (0.3 ml) were added. Argon was bubbled in the resulting mixture for 10 minutes then it was stirred at 100° C. for 1 hour. After cooling, the reaction mix... Starting materials: C(C)N(C(=O)Cl)CC (diethylcarbamoyl chloride), NC1=CC=CC=C1 (aniline), O (water). Solvent: N1=CC=CC=C1 (pyridine), N1=CC=CC=C1 (pyridine). Run at time 6 hour. Product: C(C)N(C(NC1=CC=CC=C1)=O)CC (N',N'-Diethyl-N-phenylurea). Yield: 63.0%. As a reaction SMILES: [NH2:1][C:2]1[CH:7]=[CH:6][CH:5]=[CH:4][CH:3]=1.[CH2:8]([N:10]([CH2:14][CH3:15])[C:11](Cl)=[O:12])[CH3:9].O>N1C=CC=CC=1>[CH2:8]([N:10]([CH2:14][CH3:15])[C:11](=[O:12])[NH:1][C:2]1[CH:7]=[CH:6][CH:5]=[CH:4][CH:3]=1)[CH3:9]. Procedure: A solution of 10 g of aniline in 50 ml of pyridine is cooled to 0° C. and a solution of 14.56 g of diethylcarbamoyl chloride in 10 ml of pyridine is added slowly. The mixture is stirred for 6 hours, the temperature being allowed to rise to RT, and is then poured into water. It is extracted with AcOEt, washed with water and with a 5% solution of potassium hydrogensulfate, dried over sodium sulfate and evaporated under vacuum. The residue is chromatographed on silica using DCM and then a DCM/AcOEt... The reactants are COC(=O)c1cc2nc(S)[nH]c2cc1C, COc1ccnc(CCl)c1OC, CO, Cl, [Na+], [OH-], O. The product is COC(=O)c1cc2nc(SCc3nccc(OC)c3OC)[nH]c2cc1C. As a reaction SMILES: [C:1](=[O:2])([O:3][CH3:4])[c:5]1[cH:6][c:7]2[c:8]([nH:9][c:10]([SH:12])[n:11]2)[cH:13][c:14]1[CH3:15].[CH3:19][O:20][c:21]1[c:22]([CH2:29][Cl:30])[n:23][cH:24][cH:25][c:26]1[O:27][CH3:28].[CH3:32][OH:33].[ClH:18].[Na+:17].[OH-:16].[OH2:31]>>[C:1](=[O:2])([O:3][CH3:4])[c:5]1[cH:6][c:7]2[c:8]([nH:9][c:10]([S:12][CH2:29][c:22]3[c:21]([O:20][CH3:19])[c:26]([O:27][CH3:28])[cH:25][cH:24][n:23]3)[n:11]2)[cH:13][c:14]1[CH3:15]. Reactants: O=Cc1ccc(-c2cc3c(c(C45CC6CC(CC(C6)C4)C5)c2)OCO3)cc1, C1CCNCC1, Cc1ccccc1, CC(=O)O, O=C1CSC(=O)N1. Product: O=C1NC(=O)C(=Cc2ccc(-c3cc4c(c(C56CC7CC(CC(C7)C5)C6)c3)OCO4)cc2)S1. Reaction SMILES: [C:14]12([c:24]3[cH:25][c:26](-[c:33]4[cH:34][cH:35][c:36]([CH:37]=[O:38])[cH:39][cH:40]4)[cH:27][c:28]4[c:29]3[O:30][CH2:31][O:32]4)[CH2:15][CH:16]3[CH2:17][CH:18]([CH2:19][CH:20]([CH2:21]1)[CH2:22]3)[CH2:23]2.[CH2:8]1[CH2:9][CH2:10][NH:11][CH2:12][CH2:13]1.[CH3:1][c:2]1[cH:3][cH:4][cH:5][cH:6][cH:7]1.[CH3:48][C:49](=[O:50])[OH:51].[S:41]1[C:42](=[O:47])[NH:43][C:44](=[O:46])[CH2:45]1>>[C:14]12([c:24]3[cH:25][c:26](-[c:33]4[cH:34][cH:35][c:36]([CH:37]=[C:45]5[S:41][C:42](=[O:47])[NH:43][C:44]5=[O:46])[cH:39][cH:40]4)[cH:27][c:28]4[c:29]3[O:30][CH2:31][O:32]4)[CH2:15][CH:16]3[CH2:17][CH:18]([CH2:19][CH:20]([CH2:21]1)[CH2:22]3)[CH2:23]2.